From a dataset of the Open Reaction Database (ORD), a public repository of structured organic reaction records. describe an organic reaction: reactants, conditions, products, and yield Reactants: ClC1=CC=C(C=C1)[C@@H](C(=O)NC1=C2C=CN(C(C2=CC=C1)=O)[C@@H](C(=O)OC)C)C ((R)-Methyl 2-(5-((S)-2-(4-chlorophenyl)propanamido)-1-oxoisoquinolin-2(1H)-yl)propanoate), [OH-].[Li+] (lithium hydroxide), C(C)(C)(C)O (tert-butyl alcohol), O (water), Cl (HCl). The product is ClC1=CC=C(C=C1)[C@@H](C(=O)NC1=C2C=CN(C(C2=CC=C1)=O)[C@@H](C(=O)O)C)C ((R)-2-(5-((S)-2-(4-Chlorophenyl)propanamido)-1-oxoisoquinolin-2(1H)-yl)propanoic acid). Reaction SMILES: [Cl:1][C:2]1[CH:7]=[CH:6][C:5]([C@H:8]([CH3:29])[C:9]([NH:11][C:12]2[CH:21]=[CH:20][CH:19]=[C:18]3[C:13]=2[CH:14]=[CH:15][N:16]([C@H:23]([CH3:28])[C:24]([O:26]C)=[O:25])[C:17]3=[O:22])=[O:10])=[CH:4][CH:3]=1.[OH-].[Li+].C(O)(C)(C)C.O.Cl>>[Cl:1][C:2]1[CH:7]=[CH:6][C:5]([C@H:8]([CH3:29])[C:9]([NH:11][C:12]2[CH:21]=[CH:20][CH:19]=[C:18]3[C:13]=2[CH:14]=[CH:15][N:16]([C@H:23]([CH3:28])[C:24]([OH:26])=[O:25])[C:17]3=[O:22])=[O:10])=[CH:4][CH:3]=1 |f:1.2|. Procedure details: (R)-Methyl 2-(5-((S)-2-(4-chlorophenyl)propanamido)-1-oxoisoquinolin-2(1H)-yl)propanoate (0.23 g, 0.00050 mol) was stirred with lithium hydroxide (0.03 g, 0.001 mol) in tert-butyl alcohol (4 mL, 0.04 mol) and water (2 mL, 0.1 mol) at 0° C. for 1 hour. 1 N HCl was added until pH<7 and the reaction mixture was extracted with CH2Cl2 (40 mL×3). The organic layers were dried over MgSO4, filtered, purified via flash chromatography (12 g of silica gel, 0-50% EtOAc/Hexane) and gave a light yellow solid....